From a dataset of the Open Reaction Database (ORD), a public repository of structured organic reaction records. describe an organic reaction: reactants, conditions, products, and yield The reactants are C(C)N(C(CC1(CCCCC1)CN=C=S)=O)CC (N,N-diethyl-2-(1-isothiocyanatomethyl-cyclohexyl)-acetamide), C(=O)([O-])[O-].[K+].[K+] (K2CO3), C(C)OC(C(CCN1C(C=2N(C=3C=C(OC3C2)C2=CC=C(C=C2)Cl)C1=S)=O)CC)=O (ethyl 4-[2-(4-chloro-phenyl)-6-oxo-4-thioxo-6H-1-oxa-3b,5-diaza-cyclopenta[a]pentalen-5-yl]-butyric acid ethyl ester), Teflon, C(C)#N (acetonitrile). The solvent is O (water), C(Cl)(Cl)Cl (chloroform). Conditions: temperature 120 celsius, time 6 hour. The product is C(C)OC(=O)C1=CC2=C(N1)C=C(O2)C2=CC=C(C=C2)Cl (2-(4-Chloro-phenyl)-4H-furo[3,2-b]pyrrole-5-carboxylic acid ethyl ester), ClC1=CC=C(C=C1)C=1OC=2C=C3N(C2C1)C(N(C3=O)CC3(CCCCC3)CC(=O)N(CC)CC)=S (2-{1-[2-(4-Chloro-phenyl)-6-oxo-4-thioxo-6H-1-oxa-3b,5-diaza-cyclopenta[a]pentalen-5-ylmethyl]-cyclohexyl}-N,N-diethyl-acetamide). Yield: 20.0%. As a reaction SMILES: C(OC(=O)C(CC)CCN1C(=S)[N:11]2[C:12]3[CH:13]=[C:14]([C:18]4[CH:23]=[CH:22][C:21]([Cl:24])=[CH:20][CH:19]=4)[O:15][C:16]=3[CH:17]=[C:10]2[C:9]1=[O:27])C.[CH2:31]([N:33]([CH2:47][CH3:48])[C:34](=[O:46])[CH2:35][C:36]1([CH2:42][N:43]=[C:44]=[S:45])[CH2:41][CH2:40][CH2:39][CH2:38][CH2:37]1)[CH3:32].C([O-])([O-])=O.[K+].[K+].C(#N)C>C(Cl)(Cl)Cl.O>[CH2:34]([O:46][C:9]([C:10]1[NH:11][C:12]2[CH:13]=[C:14]([C:18]3[CH:19]=[CH:20][C:21]([Cl:24])=[CH:22][CH:23]=3)[O:15][C:16]=2[CH:17]=1)=[O:27])[CH3:35].[Cl:24][C:21]1[CH:20]=[CH:19][C:18]([C:14]2[O:15][C:16]3[CH:17]=[C:10]4[C:9](=[O:27])[N:43]([CH2:42][C:36]5([CH2:35][C:34]([N:33]([CH2:31][CH3:32])[CH2:47][CH3:48])=[O:46])[CH2:37][CH2:38][CH2:39][CH2:40][CH2:41]5)[C:44](=[S:45])[N:11]4[C:12]=3[CH:13]=2)=[CH:23][CH:22]=1 |f:2.3.4|. Reported procedure: 2-(4-Chloro-phenyl)-4H-furo[3,2-b]pyrrole-5-carboxylic acid ethyl ester (15 mg, 0.05 mmol) was prepared as described hereinabove (see, preparation of Compound 4), and placed in a heavy-walled glass tube with a threaded Teflon plug. N,N-diethyl-2-(1-isothiocyanatomethyl-cyclohexyl)-acetamide (84 mg, 0.2 mmol, 4 molequivalents) and K2CO3 (10 mg, 0.07 mmol, 1.4 molequivalents) were added thereto, the glass tube was sealed and the mixture was heated while stirring at 120° C. for 6 hours. The mixture...